From a dataset of the Open Reaction Database (ORD), a public repository of structured organic reaction records. describe an organic reaction: reactants, conditions, products, and yield Reactants: ClCCl, Clc1ccc2c(c1)NCc1ccccc1N2, O=[Mn]=O. The product is Clc1ccc2c(c1)N=Cc1ccccc1N2. RXN SMILES: [Cl:17][CH2:18][Cl:19].[Cl:1][c:2]1[cH:3][c:4]2[c:5]([cH:15][cH:16]1)[NH:6][c:7]1[c:8]([cH:11][cH:12][cH:13][cH:14]1)[CH2:9][NH:10]2.[O:20]=[Mn:21]=[O:22]>>[Cl:1][c:2]1[cH:3][c:4]2[c:5]([cH:15][cH:16]1)[NH:6][c:7]1[c:8]([cH:11][cH:12][cH:13][cH:14]1)[CH:9]=[N:10]2. The reactants are CC(=O)Nc1nc(-c2cccc(Br)c2)c[nH]1, CO, Cl, O. The product is Nc1nc(-c2cccc(Br)c2)c[nH]1, Cl. RXN SMILES: [Br:1][c:2]1[cH:3][c:4](-[c:8]2[n:9][c:10]([NH:13][C:14](=[O:15])[CH3:16])[nH:11][cH:12]2)[cH:5][cH:6][cH:7]1.[CH3:18][OH:19].[ClH:17].[OH2:20]>>[Br:1][c:2]1[cH:3][c:4](-[c:8]2[n:9][c:10]([NH2:13])[nH:11][cH:12]2)[cH:5][cH:6][cH:7]1.[ClH:17]. Reactants: [Ga] (gallium), OS(=O)(=O)O (H2SO4). Run in C(C)O (ethanol), O (water). The product is O.S(=O)(=O)([O-])[O-].[Ga+3].S(=O)(=O)([O-])[O-].S(=O)(=O)([O-])[O-].[Ga+3] (gallium sulphate hydrate). RXN SMILES: [Ga:1].[OH:2][S:3]([OH:6])(=[O:5])=[O:4]>C(O)C.O>[OH2:2].[S:3]([O-:6])([O-:5])(=[O:4])=[O:2].[Ga+3:1].[S:3]([O-:6])([O-:5])(=[O:4])=[O:2].[S:3]([O-:6])([O-:5])(=[O:4])=[O:2].[Ga+3:1] |f:4.5.6.7.8.9|. Procedure details: 4.1 g of gallium sulphate hydrate (the H2O/Ga2 (SO4)3 molar ratio is close to 25) are dissolved in 3.7 g of distilled water. The sulphate is obtained by dissolving gallium (Grade 1 from Johnson Matthey) in hot concentrated H2SO4, in excess, taking up the suspension obtained in ethanol at a concentration of 60% in water at normal temperature, reprecipitation, in this cooled solution, of gallium sulphate hydrate by adding ether followed by filtration and controlled drying. 1.15 g of 85% phosphoric... Reactants: [Cl-].[NH4+] (ammonium chloride), alcohol, OC(C#C)(C=CC=C(C=C)C)C (3-hydroxy-3,7-dimethyl-nona-4,6,8-trien-1-yne), C(C)Br (ethyl bromide), [Mg] (magnesium), CC1(C(C(CCC1)C)=O)C (2,2,6-trimethylcyclohexanone). Solvent: C1=CC=CC=C1 (benzene), C(C)OCC (diethyl ether), CCOCC (ether), C1=CC=CC=C1 (benzene). Product: OC(C=CC=C(C=C)C)(C#CC1(C(CCCC1C)(C)C)O)C (7-hydroxy-3,7-dimethyl-9-(1-hydroxy-2,2,6-trimethylcyclohexyl)-nona-1,3,5-trien-8-yne). As a reaction SMILES: C(Br)C.[Mg].[OH:5][C:6]([CH3:16])([CH:9]=[CH:10][CH:11]=[C:12]([CH3:15])[CH:13]=[CH2:14])[C:7]#[CH:8].[CH3:17][C:18]1([CH3:26])[CH2:23][CH2:22][CH2:21][CH:20]([CH3:24])[C:19]1=[O:25].[Cl-].[NH4+]>C(OCC)C.C1C=CC=CC=1>[OH:5][C:6]([CH3:16])([C:7]#[C:8][C:19]1([OH:25])[CH:20]([CH3:24])[CH2:21][CH2:22][CH2:23][C:18]1([CH3:26])[CH3:17])[CH:9]=[CH:10][CH:11]=[C:12]([CH3:15])[CH:13]=[CH2:14] |f:4.5|. Reported procedure: A solution of ethyl bromide (1.75 g.) in diethyl ether was added to a suspension of magnesium (0.385 g.) in ether and the mixture was heated to reflux for 30 minutes. A solution of the alcohol, 3-hydroxy-3,7-dimethyl-nona-4,6,8-trien-1-yne, (1.0 g.) in dry benzene was added and the mixture refluxed 30 minutes. A solution of 2,2,6-trimethylcyclohexanone (1.12 g.) in benzene was added and the mixture refluxed for 15 minutes and poured into saturated aqueous ammonium chloride solution. The organic ... The reactants are CCCC[N+](CCCC)(CCCC)CCCC, C1CCOC1, COC(c1ccc(C(F)(F)F)cc1CO[Si](C)(C)C(C)(C)C)C1CCCC1, [F-]. Yields the product COC(c1ccc(C(F)(F)F)cc1CO)C1CCCC1. RXN SMILES: [CH2:29]([N+:30]([CH2:31][CH2:32][CH2:33][CH3:34])([CH2:35][CH2:36][CH2:37][CH3:38])[CH2:39][CH2:40][CH2:41][CH3:42])[CH2:43][CH2:44][CH3:45].[CH2:46]1[O:47][CH2:48][CH2:49][CH2:50]1.[CH:1]1([CH:6]([c:7]2[c:8]([CH2:9][O:10][Si:11]([C:12]([CH3:13])([CH3:14])[CH3:15])([CH3:16])[CH3:17])[cH:18][c:19]([C:22]([F:23])([F:24])[F:25])[cH:20][cH:21]2)[O:26][CH3:27])[CH2:2][CH2:3][CH2:4][CH2:5]1.[F-:28]>>[CH:1]1([CH:6]([c:7]2[c:8]([CH2:9][OH:10])[cH:18][c:19]([C:22]([F:23])([F:24])[F:25])[cH:20][cH:21]2)[O:26][CH3:27])[CH2:2][CH2:3][CH2:4][CH2:5]1. The reactants are CN(C=1OC2=C(N1)C=CC(=C2)Br)C2=CC=C(C=C2)O (4-[N-methyl-N-(6-bromo-2-benzoxazolyl)amino]phenol), BrC(C(=O)OCC)C (ethyl 2-bromopropionate), C([O-])([O-])=O.[K+].[K+] (potassium carbonate), C([O-])([O-])=O.[K+].[K+] (potassium carbonate). Solvent: C(C)C(=O)C (methyl ethyl ketone), C(C)C(=O)C (methyl ethyl ketone). Reaction conditions: temperature 100 celsius, time 3 hour. Product: CN(C=1OC2=C(N1)C=CC(=C2)Br)C2=CC=C(OC(C(=O)OCC)C)C=C2 (Ethyl 2-{4-[N-methyl-N-(6-bromo-2-benzoxazolyl)amino]phenoxy}propionate). Yield: 53.7%. Reaction SMILES: [CH3:1][N:2]([C:13]1[CH:18]=[CH:17][C:16]([OH:19])=[CH:15][CH:14]=1)[C:3]1[O:4][C:5]2[CH:11]=[C:10]([Br:12])[CH:9]=[CH:8][C:6]=2[N:7]=1.Br[CH:21]([CH3:27])[C:22]([O:24][CH2:25][CH3:26])=[O:23].C(=O)([O-])[O-].[K+].[K+]>C(C(C)=O)C>[CH3:1][N:2]([C:13]1[CH:18]=[CH:17][C:16]([O:19][CH:21]([CH3:27])[C:22]([O:24][CH2:25][CH3:26])=[O:23])=[CH:15][CH:14]=1)[C:3]1[O:4][C:5]2[CH:11]=[C:10]([Br:12])[CH:9]=[CH:8][C:6]=2[N:7]=1 |f:2.3.4|. Reported procedure: A mixture of 4-[N-methyl-N-(6-bromo-2-benzoxazolyl)amino]phenol (0.6, 0.002 mole), ethyl 2-bromopropionate (0.4 g, 0.002 mole), anhydrous potassium carbonate (0.3 g, 0.002 mole) and methyl ethyl ketone (6 ml) was heated under reflux, with stirring, for a period of 3 hours. Thin layer chromatography indicated that the reaction had not gone to completion and therefore further anhydrous potassium carbonate (0.15 g) and methyl ethyl ketone was added and the mixture was heated under reflux for a furt... Starting materials: CCBr, CC, COC(OC)OC, Cc1ccccc1, C#CC1CC1, [Mg], C1CCOC1. Product: COC(C#CC1CC1)OC. Reaction SMILES: [CH2:2]([Br:3])[CH3:4].[CH3:10][CH3:11].[CH3:12][O:13][CH:14]([O:15][CH3:16])[O:17][CH3:18].[CH3:24][c:25]1[cH:26][cH:27][cH:28][cH:29][cH:30]1.[CH:5]1([C:8]#[CH:9])[CH2:6][CH2:7]1.[Mg:1].[O:19]1[CH2:20][CH2:21][CH2:22][CH2:23]1>>[CH:5]1([C:8]#[C:9][CH:14]([O:13][CH3:12])[O:15][CH3:16])[CH2:6][CH2:7]1. The reactants are O=C([O-])O, CCOC(C)=O, Cl, [Na+], C1CCOC1, O=C1N(Cc2cccc(N=C(c3ccccc3)c3ccccc3)n2)c2ccccc2C12COc1cc3c(cc12)OCCO3. The product is Nc1cccc(CN2C(=O)C3(COc4cc5c(cc43)OCCO5)c3ccccc32)n1. As a reaction SMILES: [C:45](=[O:46])([OH:47])[O-:48].[CH3:55][CH2:56][O:57][C:58](=[O:59])[CH3:60].[ClH:44].[Na+:49].[O:50]1[CH2:51][CH2:52][CH2:53][CH2:54]1.[c:1]1([C:2]([c:3]2[cH:4][cH:5][cH:6][cH:7][cH:8]2)=[N:14][c:15]2[cH:16][cH:17][cH:18][c:19]([CH2:21][N:22]3[C:23](=[O:43])[C:24]4([CH2:25][O:26][c:27]5[cH:28][c:29]6[c:30]([cH:35][c:36]54)[O:31][CH2:32][CH2:33][O:34]6)[c:37]4[cH:38][cH:39][cH:40][cH:41][c:42]43)[n:20]2)[cH:9][cH:10][cH:11][cH:12][cH:13]1>>[NH2:14][c:15]1[cH:16][cH:17][cH:18][c:19]([CH2:21][N:22]2[C:23](=[O:43])[C:24]3([CH2:25][O:26][c:27]4[cH:28][c:29]5[c:30]([cH:35][c:36]43)[O:31][CH2:32][CH2:33][O:34]5)[c:37]3[cH:38][cH:39][cH:40][cH:41][c:42]32)[n:20]1. Reactants: [N+](=O)([O-])C1=C(C=CC(=C1)C(F)(F)F)O (2-nitro-4-trifluoromethylphenol), C([O-])([O-])=O.[Ca+2] (calcium carbonate), BrC(C=O)(C)C (2-bromoisobutyraldehyde). Solvent: ice water, CN(C=O)C (N,N-dimethylformamide), CN(C=O)C (N,N-dimethylformamide). Conditions: time 4 day. Yields the product [N+](=O)([O-])C1=C(OC(C=O)(C)C)C=CC(=C1)C(F)(F)F (2-(2-nitro-4-trifluoromethylphenoxy)isobutyraldehyde). Isolated yield 33.1%. RXN SMILES: [N+:1]([C:4]1[CH:9]=[C:8]([C:10]([F:13])([F:12])[F:11])[CH:7]=[CH:6][C:5]=1[OH:14])([O-:3])=[O:2].C(=O)([O-])[O-].[Ca+2].Br[C:21]([CH3:25])([CH3:24])[CH:22]=[O:23]>CN(C)C=O>[N+:1]([C:4]1[CH:9]=[C:8]([C:10]([F:11])([F:12])[F:13])[CH:7]=[CH:6][C:5]=1[O:14][C:21]([CH3:25])([CH3:24])[CH:22]=[O:23])([O-:3])=[O:2] |f:1.2|. Procedure: To a mixture of 10 g of 2-nitro-4-trifluoromethylphenol, 8.0 g of anhydrous calcium carbonate and 30 ml of N,N-dimethylformamide was added dropwise a solution of 8.8 g of 2-bromoisobutyraldehyde in 23 ml of N,N-dimethylformamide and the mixture was stirred at room temperature for 4 days. The reaction mixture was then poured in ice-water and extracted with toluene. The organic layer was washed with 0.5 N aqueous sodium hydroxide solution and water in that order and dried over anhydrous magnesium ...